Dataset: the Open Reaction Database (ORD), a public repository of structured organic reaction records. Task: describe an organic reaction: reactants, conditions, products, and yield Reactants: [N+](=O)([O-])N=NCNCCC[C@@H](C(NC=1SC=CN1)=O)NC([C@@H]([C@H](CCC)N(OC1OCCCC1)C=O)CC(C)C)=O ((2R,3S)-3-(Formyl-2-tetrahydropyranyloxyamino)-2-(2-methyl-1-propyl)hexanoic acid [(1S)-4-(nitroimino-amino)methylamino-1-(1,3-thiazol-2-ylcarbamoyl)-1-butyl]amide). Run in C(C)(=O)O (acetic acid). Conditions: temperature 40 celsius. The product is [N+](=O)([O-])N=NCNCCC[C@@H](C(NC=1SC=CN1)=O)NC([C@@H]([C@H](CCC)N(O)C=O)CC(C)C)=O ((2R,3S)-3-(formyl-hydroxyamino)-2-(2-methyl-1-propyl)hexanoic acid [(1S)-4-(nitroimino-amino)methylamino-1-(1,3-thiazol-2-ylcarbamoyl)-1-butyl]amide). Yield: 74.3%. As a reaction SMILES: [N+:1]([N:4]=[N:5][CH2:6][NH:7][CH2:8][CH2:9][CH2:10][C@H:11]([NH:20][C:21](=[O:41])[C@H:22]([CH2:37][CH:38]([CH3:40])[CH3:39])[C@@H:23]([N:27]([CH:35]=[O:36])[O:28]C1CCCCO1)[CH2:24][CH2:25][CH3:26])[C:12](=[O:19])[NH:13][C:14]1[S:15][CH:16]=[CH:17][N:18]=1)([O-:3])=[O:2]>C(O)(=O)C>[N+:1]([N:4]=[N:5][CH2:6][NH:7][CH2:8][CH2:9][CH2:10][C@H:11]([NH:20][C:21](=[O:41])[C@H:22]([CH2:37][CH:38]([CH3:40])[CH3:39])[C@@H:23]([N:27]([CH:35]=[O:36])[OH:28])[CH2:24][CH2:25][CH3:26])[C:12](=[O:19])[NH:13][C:14]1[S:15][CH:16]=[CH:17][N:18]=1)([O-:3])=[O:2]. Procedure: (2R,3S)-3-(Formyl-2-tetrahydropyranyloxyamino)-2-(2-methyl-1-propyl)hexanoic acid [(1S)-4-(nitroimino-amino)methylamino-1-(1,3-thiazol-2-ylcarbamoyl)-1-butyl]amide (166 mg) is dissolved in 2 mL 80% acetic acid and heated at 40° C. for 20 h. Concentration in vacuo and trituration in dichloromethane—ether provides (2R,3S)-3-(formyl-hydroxyamino)-2-(2-methyl-1-propyl)hexanoic acid [(1S)-4-(nitroimino-amino)methylamino-1-(1,3-thiazol-2-ylcarbamoyl)-1-butyl]amide as a solid (106 mg, 74%). Reactants: COC(=O)CCc1ccc(OCCc2nc(-c3ccccc3)oc2C)cc1CCNC(=O)OC(C)(C)C, ClCCl, O=C(O)C(F)(F)F, O. Yields the product COC(=O)CCc1ccc(OCCc2nc(-c3ccccc3)oc2C)cc1CCN. Reaction SMILES: [CH3:1][O:2][C:3]([CH2:4][CH2:5][c:6]1[c:7]([CH2:27][CH2:28][NH:29][C:30]([O:31][C:32]([CH3:33])([CH3:34])[CH3:35])=[O:36])[cH:8][c:9]([O:12][CH2:13][CH2:14][c:15]2[n:16][c:17](-[c:21]3[cH:22][cH:23][cH:24][cH:25][cH:26]3)[o:18][c:19]2[CH3:20])[cH:10][cH:11]1)=[O:37].[Cl:46][CH2:47][Cl:48].[F:38][C:39]([F:40])([F:41])[C:42]([OH:43])=[O:44].[OH2:45]>>[CH3:1][O:2][C:3]([CH2:4][CH2:5][c:6]1[c:7]([CH2:27][CH2:28][NH2:29])[cH:8][c:9]([O:12][CH2:13][CH2:14][c:15]2[n:16][c:17](-[c:21]3[cH:22][cH:23][cH:24][cH:25][cH:26]3)[o:18][c:19]2[CH3:20])[cH:10][cH:11]1)=[O:37]. Reactants: CC1OC(C2=C1C1=C(NC=3C=CC=CC13)C=N2)=O (1-methyl-1,6-dihydro-3H-furo[3′,4′:5,6]pyrido[3,4-b]indol-3-one), [H-].[Na+] (NaH), ClC1=C(CCl)C=C(C=C1)Cl (2,5-dichlorobenzyl chloride). Solvent: CN(C)C=O (DMF). The product is ClC1=C(CN2C3=C(C=4C=CC=CC24)C2=C(N=C3)C(OC2C)=O)C=C(C=C1)Cl (6-(2,5-dichlorobenzyl)-1-methyl-1,6-dihydro-3H-furo[3′,4′:5,6]pyrido[3,4-b]indol-3-one). The yield is 33.1%. As a reaction SMILES: [CH3:1][CH:2]1[C:6]2[C:7]3[C:15]4[CH:14]=[CH:13][CH:12]=[CH:11][C:10]=4[NH:9][C:8]=3[CH:16]=[N:17][C:5]=2[C:4](=[O:18])[O:3]1.[H-].[Na+].[Cl:21][C:22]1[CH:29]=[CH:28][C:27]([Cl:30])=[CH:26][C:23]=1[CH2:24]Cl>CN(C=O)C>[Cl:21][C:22]1[CH:29]=[CH:28][C:27]([Cl:30])=[CH:26][C:23]=1[CH2:24][N:9]1[C:10]2[CH:11]=[CH:12][CH:13]=[CH:14][C:15]=2[C:7]2[C:6]3[CH:2]([CH3:1])[O:3][C:4](=[O:18])[C:5]=3[N:17]=[CH:16][C:8]1=2 |f:1.2|. Reported procedure: 6-(2,5-Dichlorobenzyl)-1-methyl-1,6-dihydro-3H-furo[3′,4′:5,6]pyrido[3,4-b]indol-3-one was prepared using Method A from 1-methyl-1,6-dihydro-3H-furo[3′,4′:5,6]pyrido[3,4-b]indol-3-one (9 mg, 0.038 mmol), NaH (0.046 mmol, 2 mg of 60 wt. % suspension in mineral oil) and 2,5-dichlorobenzyl chloride (9 mg, 0.046 mmol) in DMF (1 mL). Purification of the crude product by preparative thin layer chromatography with hexane/ether (2:1) as eluent furnished the desired product (5 mg, 33% yield) as a yellow ... The reactants are C(C1=CC=CC=C1)(=O)N1C(SCC1C(=O)O)(C)C (3-benzoyl-2,2-dimethyl-4-thiazolidinecarboxylic acid), ON1N=NC2=C1C=CC=C2 (1-hydroxybenzotriazole), C1(CCCCC1)N=C=NC1CCCCC1 (dicyclohexylcarbodiimide). Run in O1CCCC1 (tetrahydrofuran). Conditions: time 30 minute. The product is C(=O)(NC1CCCCC1)NC1CCCCC1 (dicyclohexylurea). Isolated yield 99.0%. RXN SMILES: C(N1C(C(O)=O)CSC1(C)C)(=[O:8])C1C=CC=CC=1.ON1C2C=CC=CC=2N=N1.[CH:29]1([N:35]=[C:36]=[N:37][CH:38]2[CH2:43][CH2:42][CH2:41][CH2:40][CH2:39]2)[CH2:34][CH2:33][CH2:32][CH2:31][CH2:30]1>O1CCCC1>[C:36]([NH:35][CH:29]1[CH2:30][CH2:31][CH2:32][CH2:33][CH2:34]1)([NH:37][CH:38]1[CH2:43][CH2:42][CH2:41][CH2:40][CH2:39]1)=[O:8]. Procedure details: To a solution of 48 g. (181 mmole) of 3-benzoyl-2,2-dimethyl-4-thiazolidinecarboxylic acid, prepared by the procedure described by Example 1, in 1.5 l. of tetrahydrofuran were added 27.8 g. (181 mmole) of 1-hydroxybenzotriazole followed by 37.4 g. (181 mmole) of dicyclohexylcarbodiimide. The mixture was stirred for 30 minutes at room temperature. The reaction mixture developed into a thick slurry resulting from the precipitation of dicyclohexylurea. To the heavy slurry was added 63 g. (181 mmole... Starting materials: Triphenylphosphonylideneacetic acid methyl ester, [H-].C(C(C)C)[Al+]CC(C)C (Diisobutylaluminum hydride), COC([C@H](CO[Si](C)(C)C(C)(C)C)C)=O ((S)-3-(tert-butyldimethylsilyloxy)-2-methylpropionic acid methyl ester), C(=O)([O-])C(O)C(O)C(=O)[O-].[Na+].[K+] (potassium sodium tartrate). Run in ClCCl (dichloromethane). Reaction conditions: time 2 hour. Yields the product [Si](C)(C)(C(C)(C)C)OC[C@@H](/C=C/C)C ((E)-(R)-5-(tert-Butyldimethylsilyloxy)-4-methylpent-2-ene). As a reaction SMILES: [H-].[CH2:2]([Al+]CC(C)C)[CH:3](C)C.CO[C:13](=O)[C@@H:14]([CH3:24])[CH2:15][O:16][Si:17]([C:20]([CH3:23])([CH3:22])[CH3:21])([CH3:19])[CH3:18].C(C(C(C([O-])=O)O)O)([O-])=O.[Na+].[K+]>ClCCl>[Si:17]([O:16][CH2:15][C@H:14]([CH3:24])/[CH:13]=[CH:2]/[CH3:3])([C:20]([CH3:23])([CH3:22])[CH3:21])([CH3:19])[CH3:18] |f:0.1,3.4.5|. Reported procedure: Diisobutylaluminum hydride (1 M solution in hexane, 86 mL) was added to a solution of (S)-3-(tert-butyldimethylsilyloxy)-2-methylpropionic acid methyl ester (20 g, 86.1 mmol) in dichloromethane (400 mL) at −78° C., and the mixture was stirred at the same temperature for two hours. A saturated potassium sodium tartrate solution was added to the reaction mixture which was then stirred while heating to room temperature. The organic layer was separated, and then the aqueous layer was extracted with ... Reactants: FC1=CC=C(CN(C2=NC=CC=C2)CCN(CCCN)C)C=C1 (N-[2-[N-(4-fluorobenzyl)-N-(2-pyridyl)amino]ethyl]-N-methyl-1,3-propanediamine), C(=O)(N1C=NC=C1)N1C=NC=C1 (1,1'-carbonyldiimidazole), CN(C)CC1=CC=C(CSCCN)O1 (2-[[5-[(dimethylamino)methyl]furfuryl]thio]ethylamine). Product: CN(C)CC1=CC=C(CSCCNC(=O)NCCCN(C)CCN(C2=NC=CC=C2)CC2=CC=C(C=C2)F)O1 (N-[2-[[5-[(dimethylamino)methyl]furfuryl]thio]ethyl]-N'-[3-[N-[2-[N-(4-fluorobenzyl)-N-(2-pyridyl)amino]ethyl]-N-methylamino]propyl]urea). RXN SMILES: [F:1][C:2]1[CH:23]=[CH:22][C:5]([CH2:6][N:7]([CH2:14][CH2:15][N:16]([CH3:21])[CH2:17][CH2:18][CH2:19][NH2:20])[C:8]2[CH:13]=[CH:12][CH:11]=[CH:10][N:9]=2)=[CH:4][CH:3]=1.[C:24](N1C=CN=C1)(N1C=CN=C1)=[O:25].[CH3:36][N:37]([CH2:39][C:40]1[O:49][C:43]([CH2:44][S:45][CH2:46][CH2:47][NH2:48])=[CH:42][CH:41]=1)[CH3:38]>>[CH3:38][N:37]([CH2:39][C:40]1[O:49][C:43]([CH2:44][S:45][CH2:46][CH2:47][NH:48][C:24]([NH:20][CH2:19][CH2:18][CH2:17][N:16]([CH2:15][CH2:14][N:7]([CH2:6][C:5]2[CH:22]=[CH:23][C:2]([F:1])=[CH:3][CH:4]=2)[C:8]2[CH:13]=[CH:12][CH:11]=[CH:10][N:9]=2)[CH3:21])=[O:25])=[CH:42][CH:41]=1)[CH3:36]. Procedure: Preparation is effected analogously to Example 63, using 0.57 g (1.8 mmol) of N-[2-[N-(4-fluorobenzyl)-N-(2-pyridyl)amino]ethyl]-N-methyl-1,3-propanediamine and the equimolar amounts of 1,1'-carbonyldiimidazole and 2-[[5-[(dimethylamino)methyl]furfuryl]thio]ethylamine as starting materials. Working up by chromatography analogously to Example 1 yields the purified title compound in the form of a viscous oil; MS(+FAB method): m/z (rel. int. [%])=557 ([M+H]+, 1), 109 (100); IR (KBr): 1600 cm-1 (C=O...